This data is from the Open Reaction Database (ORD), a public repository of structured organic reaction records. The task is: describe an organic reaction: reactants, conditions, products, and yield The reactants are Cc1cn(CCN)c(C)n1, Cc1ccc(CCC=O)cc1. Product: Cc1ccc(CCC2NCCn3c(C)nc(C)c32)cc1. As a reaction SMILES: [CH3:1][c:2]1[n:3]([CH2:8][CH2:9][NH2:10])[cH:4][c:5]([CH3:7])[n:6]1.[c:11]1([CH3:21])[cH:12][cH:13][c:14]([CH2:17][CH2:18][CH:19]=[O:20])[cH:15][cH:16]1>>[CH3:1][c:2]1[n:3]2[c:4]([c:5]([CH3:7])[n:6]1)[CH:19]([CH2:18][CH2:17][c:14]1[cH:13][cH:12][c:11]([CH3:21])[cH:16][cH:15]1)[NH:10][CH2:9][CH2:8]2. Starting materials: N(C(=N)N)C=1SC=C(N1)CSCCNC1=C(C(C1=O)=O)OC (1-[2-(2-guanidinothiazol-4-ylmethylthio)ethylamino]-2-methoxycyclobutene-3,4-dione), NCC1=CC=NC=C1 (4-aminomethylpyridine), CO (methanol). Run in CN(C=O)C (dimethyl formamide). Conditions: time 7 day. The product is N(C(=N)N)C=1SC=C(N1)CSCCNC1=C(C(C1=O)=O)NCC1=CC=NC=C1 (1-[2-(2-guanidinothiazol-4-ylmethylthio)ethylamino]-2-(4-pyridylmethylamino)-cyclobutene-3,4-dione). RXN SMILES: [NH:1]([C:5]1[S:6][CH:7]=[C:8]([CH2:10][S:11][CH2:12][CH2:13][NH:14][C:15]2[C:18](=O)[C:17](=[O:20])[C:16]=2[O:21]C)[N:9]=1)[C:2]([NH2:4])=[NH:3].[NH2:23][CH2:24][C:25]1[CH:30]=[CH:29][N:28]=[CH:27][CH:26]=1.CO>CN(C)C=O>[NH:1]([C:5]1[S:6][CH:7]=[C:8]([CH2:10][S:11][CH2:12][CH2:13][NH:14][C:15]2[C:16](=[O:21])[C:17](=[O:20])[C:18]=2[NH:23][CH2:24][C:25]2[CH:30]=[CH:29][N:28]=[CH:27][CH:26]=2)[N:9]=1)[C:2]([NH2:4])=[NH:3]. Procedure: A mixture of 1-[2-(2-guanidinothiazol-4-ylmethylthio)ethylamino]-2-methoxycyclobutene-3,4-dione (0.17 g), 4-aminomethylpyridine (0.054 g), methanol (5 ml) and dimethyl formamide (3 ml) was stirred at room temperature for seven days. Evaporation of the solution gave a yellow oil which crystallized on scratching; this was triturated with ethanol and filtered to give 1-[2-(2-guanidinothiazol-4-ylmethylthio)ethylamino]-2-(4-pyridylmethylamino)-cyclobutene-3,4-dione, m.p. 172°-175°. Reactants: BrCC#C (3-bromo-propyne), [Li+].CC(C)[N-]C(C)C (LDA), C(C)(C)OC(C(C)C)=O (isobutyric acid isopropyl ester), O (water). Solvent: C1CCOC1 (THF), C1CCOC1 (THF), C1CCOC1 (THF). Reaction conditions: temperature 0 celsius, time 1 hour. Yields the product C(C)(C)OC(C(CC#C)(C)C)=O (2,2-Dimethyl-pent-4-ynoic acid isopropyl ester). RXN SMILES: [Li+].CC([N-][CH:6]([CH3:8])[CH3:7])C.[CH:9]([O:12][C:13](=[O:17])C(C)C)([CH3:11])[CH3:10].Br[CH2:19][C:20]#[CH:21].O>C1COCC1>[CH:9]([O:12][C:13](=[O:17])[C:6]([CH3:7])([CH3:8])[CH2:21][C:20]#[CH:19])([CH3:11])[CH3:10] |f:0.1|. Procedure: To a solution of LDA (2M in THF, 5 mL) in THF (5 mL), at −78° C. is added a solution of isobutyric acid isopropyl ester (1.3 g, 10 mmol) in THF (3 mL) dropwise. After the addition is complete, the solution is slowly warmed to 0° C. and stirred there for 1 h. The temperature is reduced to −78° C. and a solution of 3-bromo-propyne (1.2 g, 10 mmol) in THF (3 mL) is added dropwise then the solution is allowed to warm to RT and stirred for 18 h. The mixture is poured into water and extracted with EtO... Starting materials: CCOC(C)=O, CC#N, CCCCCC, CCCC1CC(=O)N(Cc2c(C(F)(F)F)nc3ccc(Cl)nn23)C1, [Na+], [OH-], O. Yields the product CCCC1CC(=O)N(Cc2c(C(F)(F)F)nc3ccc(O)nn23)C1. RXN SMILES: [C:31]([O:32][CH2:33][CH3:34])(=[O:35])[CH3:36].[CH3:27][C:28]#[N:29].[CH3:37][CH2:38][CH2:39][CH2:40][CH2:41][CH3:42].[Cl:1][c:2]1[cH:3][cH:4][c:5]2[n:6]([n:7]1)[c:8]([CH2:15][N:16]1[C:17](=[O:24])[CH2:18][CH:19]([CH2:21][CH2:22][CH3:23])[CH2:20]1)[c:9]([C:11]([F:12])([F:13])[F:14])[n:10]2.[Na+:26].[OH-:25].[OH2:30]>>[c:2]1([OH:25])[cH:3][cH:4][c:5]2[n:6]([n:7]1)[c:8]([CH2:15][N:16]1[C:17](=[O:24])[CH2:18][CH:19]([CH2:21][CH2:22][CH3:23])[CH2:20]1)[c:9]([C:11]([F:12])([F:13])[F:14])[n:10]2. Starting materials: N(=[N+]=[N-])C[C@@H]([C@H]([C@@H](CO)NC(OC(C)(C)C)=O)O)C1CC1 (tert-butyl [(1R,2R,3S)-4-azido-3-cyclopropyl-2-hydroxy-1-(hydroxymethyl)butyl]carbamate), C1(=CC=C(C=C1)S(=O)(=O)Cl)C (para-toluenesulfonyl chloride). The reagents and catalysts are CN(C1=CC=NC=C1)C (4-dimethylaminopyridine). Run in N1=CC=CC=C1 (pyridine), CCOC(=O)C (EtOAc), O (H2O). Reaction conditions: time 2 hour. Product: CC1=CC=C(C=C1)S(=O)(=O)OC[C@H]([C@@H]([C@H](CN=[N+]=[N-])C1CC1)O)NC(=O)OC(C)(C)C ((2R,3R,4S)-5-Azido-2-[(tert-butoxycarbonyl)amino]-4-cyclopropyl-3-hydroxypentyl 4-methylbenzenesulfonate). The yield is 76.8%. As a reaction SMILES: [N:1]([CH2:4][C@H:5]([CH:19]1[CH2:21][CH2:20]1)[C@@H:6]([OH:18])[C@H:7]([NH:10][C:11](=[O:17])[O:12][C:13]([CH3:16])([CH3:15])[CH3:14])[CH2:8][OH:9])=[N+:2]=[N-:3].[C:22]1([CH3:32])[CH:27]=[CH:26][C:25]([S:28](Cl)(=[O:30])=[O:29])=[CH:24][CH:23]=1>N1C=CC=CC=1.CN(C)C1C=CN=CC=1.CCOC(C)=O.O>[CH3:32][C:22]1[CH:27]=[CH:26][C:25]([S:28]([O:9][CH2:8][C@@H:7]([NH:10][C:11]([O:12][C:13]([CH3:16])([CH3:15])[CH3:14])=[O:17])[C@H:6]([OH:18])[C@@H:5]([CH:19]2[CH2:20][CH2:21]2)[CH2:4][N:1]=[N+:2]=[N-:3])(=[O:30])=[O:29])=[CH:24][CH:23]=1. Reported procedure: To a solution of tert-butyl [(1R,2R,3S)-4-azido-3-cyclopropyl-2-hydroxy-1-(hydroxymethyl)butyl]carbamate (0.435 g, 1.45 mmol) in anhydrous pyridine (5 mL) was added 4-dimethylaminopyridine (0.055 g, 0.20 mmol) and para-toluenesulfonyl chloride (0.55 g, 2.8 mmol). After stirring at ambient temperature for 2 h, the reaction mixture was diluted with EtOAc (40 mL) and H2O (3 mL). The layers were separated, the organic layer was washed with H2O (3×3 mL) and the combined aqueous phases were extracted ...